From a dataset of the Open Reaction Database (ORD), a public repository of structured organic reaction records. describe an organic reaction: reactants, conditions, products, and yield Reactants: C(C(=O)Cl)(=O)Cl (Oxalyl chloride), N1=CC=CC=C1 (pyridine), OC=1C=CC2=C(C(C(O2)=O)C2=CC=CC=C2)C1 (5-hydroxy-2-oxo-3-phenyl-2,3-dihydrobenzfuran). The solvent is ClCCl (dichloromethane). Yields the product O=C1OC2=C(C1C1=CC=CC=C1)C=C(C=C2)OC(C(=O)Cl)=O (chloro-oxo-acetic acid 2-oxo-3-phenyl-2,3-dihydro-benzofuran-5-yl ester). RXN SMILES: [C:1](Cl)(=[O:5])[C:2]([Cl:4])=[O:3].N1C=CC=CC=1.[OH:13][C:14]1[CH:15]=[CH:16][C:17]2[O:21][C:20](=[O:22])[CH:19]([C:23]3[CH:28]=[CH:27][CH:26]=[CH:25][CH:24]=3)[C:18]=2[CH:29]=1>ClCCl>[O:22]=[C:20]1[CH:19]([C:23]2[CH:24]=[CH:25][CH:26]=[CH:27][CH:28]=2)[C:18]2[CH:29]=[C:14]([O:13][C:1](=[O:5])[C:2]([Cl:4])=[O:3])[CH:15]=[CH:16][C:17]=2[O:21]1. Procedure details: Oxalyl chloride (17.5 parts) and pyridine (0.5 parts) were added to a suspension of 5-hydroxy-2-oxo-3-phenyl-2,3-dihydrobenzfuran (22.6 parts) in dichloromethane (200 parts). After six hours reflux, chloro-oxo-acetic acid 2-oxo-3-phenyl-2,3-dihydro-benzofuran-5-yl ester was isolated and phenol (9.9 parts) added and the mixture refluxed for eighteen hours. Removal of the solvent gave the crude product oxalic acid (2-oxo-3-phenyl-2,3-dihydro-benzofuran-5-yl)ester phenyl ester (33.3 parts; 89%). Tr... Reactants: NC(CC=1C=C(C=CC1)NN)=O (3-(2-amino-2-oxoethyl)phenyl hydrazine), CC(C(CC#N)=O)(C)C (4,4-dimethyl-3-oxopentanenitrile). The product is NC1=CC(=NN1C=1C=C(C=CC1)CC(=O)N)C(C)(C)C (2-(3-(5-amino-3-tert-butyl-1H-pyrazol-1-yl)phenyl)acetamide). As a reaction SMILES: [NH2:1][C:2](=[O:12])[CH2:3][C:4]1[CH:5]=[C:6]([NH:10][NH2:11])[CH:7]=[CH:8][CH:9]=1.[CH3:13][C:14]([CH3:21])([CH3:20])[C:15](=O)[CH2:16][C:17]#[N:18]>>[NH2:18][C:17]1[N:10]([C:6]2[CH:5]=[C:4]([CH2:3][C:2]([NH2:1])=[O:12])[CH:9]=[CH:8][CH:7]=2)[N:11]=[C:15]([C:14]([CH3:21])([CH3:20])[CH3:13])[CH:16]=1. Procedure: 3-(2-amino-2-oxoethyl)phenyl hydrazine and 4,4-dimethyl-3-oxopentanenitrile were combined according to literature procedures to yield 2-(3-(5-amino-3-tert-butyl-1H-pyrazol-1-yl)phenyl)acetamide. See WO 2006/071940.